Dataset: the Open Reaction Database (ORD), a public repository of structured organic reaction records. Task: describe an organic reaction: reactants, conditions, products, and yield Starting materials: CC(=O)[O-], CC(=O)[O-], CCC(CC)(c1ccc(C#CC2(O[Si](C)(C)C)CCSCC2)c(C)c1)c1ccc(B2OC(C)(C)C(C)(C)O2)c(C)c1, COC(=O)Cc1ccc(Br)cc1, Cc1ccccc1, COc1cccc(OC)c1-c1ccccc1P(C1CCCCC1)C1CCCCC1, [K+], [K+], [K+], O, O=P([O-])([O-])[O-], [Pd+2]. The product is CCC(CC)(c1ccc(C#CC2(O[Si](C)(C)C)CCSCC2)c(C)c1)c1ccc(-c2ccc(CC(=O)OC)cc2)c(C)c1. As a reaction SMILES: [C:103]([O-:104])(=[O:105])[CH3:106].[C:98]([O-:99])(=[O:100])[CH3:101].[CH2:50]([CH3:51])[C:52]([CH2:53][CH3:54])([c:55]1[cH:56][c:57]([CH3:74])[c:58]([C:61]#[C:62][C:63]2([O:69][Si:70]([CH3:71])([CH3:72])[CH3:73])[CH2:64][CH2:65][S:66][CH2:67][CH2:68]2)[cH:59][cH:60]1)[c:75]1[cH:76][c:77]([CH3:90])[c:78]([B:81]2[O:82][C:83]([CH3:84])([CH3:85])[C:86]([CH3:87])([CH3:88])[O:89]2)[cH:79][cH:80]1.[CH3:1][O:2][C:3]([CH2:4][c:5]1[cH:6][cH:7][c:8]([Br:11])[cH:9][cH:10]1)=[O:12].[CH3:91][c:92]1[cH:93][cH:94][cH:95][cH:96][cH:97]1.[CH:13]1([P:14]([CH:15]2[CH2:16][CH2:17][CH2:18][CH2:19][CH2:20]2)[c:21]2[cH:22][cH:23][cH:24][cH:25][c:26]2-[c:27]2[c:28]([O:29][CH3:30])[cH:31][cH:32][cH:33][c:34]2[O:35][CH3:36])[CH2:37][CH2:38][CH2:39][CH2:40][CH2:41]1.[K+:47].[K+:48].[K+:49].[OH2:107].[P:42]([O-:43])([O-:44])([O-:45])=[O:46].[Pd+2:102]>>[CH3:1][O:2][C:3]([CH2:4][c:5]1[cH:6][cH:7][c:8](-[c:78]2[c:77]([CH3:90])[cH:76][c:75]([C:52]([CH2:50][CH3:51])([CH2:53][CH3:54])[c:55]3[cH:56][c:57]([CH3:74])[c:58]([C:61]#[C:62][C:63]4([O:69][Si:70]([CH3:71])([CH3:72])[CH3:73])[CH2:64][CH2:65][S:66][CH2:67][CH2:68]4)[cH:59][cH:60]3)[cH:80][cH:79]2)[cH:9][cH:10]1)=[O:12]. Reactants: O=C(Nc1ccnc(Br)c1)c1c(Cl)cccc1Cl, O=C([O-])[O-], COCCOC, CC(C)c1cc(N)nc(Cl)n1, [Cs+], [Cs+], O=C(C=Cc1ccccc1)C=Cc1ccccc1, O=C(C=Cc1ccccc1)C=Cc1ccccc1, O=C(C=Cc1ccccc1)C=Cc1ccccc1, [Pd], [Pd]. The product is CC(C)c1cc(Nc2cc(NC(=O)c3c(Cl)cccc3Cl)ccn2)nc(Cl)n1. RXN SMILES: [Br:1][c:2]1[n:3][cH:4][cH:5][c:6]([NH:8][C:9]([c:10]2[c:11]([Cl:17])[cH:12][cH:13][cH:14][c:15]2[Cl:16])=[O:18])[cH:7]1.[C:30](=[O:31])([O-:32])[O-:33].[CH3:92][O:93][CH2:94][CH2:95][O:96][CH3:97].[Cl:19][c:20]1[n:21][c:22]([CH:27]([CH3:28])[CH3:29])[cH:23][c:24]([NH2:26])[n:25]1.[Cs+:34].[Cs+:35].[O:38]=[C:39]([CH:40]=[CH:41][c:42]1[cH:43][cH:44][cH:45][cH:46][cH:47]1)[CH:48]=[CH:49][c:50]1[cH:51][cH:52][cH:53][cH:54][cH:55]1.[O:56]=[C:57]([CH:58]=[CH:59][c:60]1[cH:61][cH:62][cH:63][cH:64][cH:65]1)[CH:66]=[CH:67][c:68]1[cH:69][cH:70][cH:71][cH:72][cH:73]1.[O:74]=[C:75]([CH:76]=[CH:77][c:78]1[cH:79][cH:80][cH:81][cH:82][cH:83]1)[CH:84]=[CH:85][c:86]1[cH:87][cH:88][cH:89][cH:90][cH:91]1.[Pd:36].[Pd:37]>>[c:2]1([NH:26][c:24]2[cH:23][c:22]([CH:27]([CH3:28])[CH3:29])[n:21][c:20]([Cl:19])[n:25]2)[n:3][cH:4][cH:5][c:6]([NH:8][C:9]([c:10]2[c:11]([Cl:17])[cH:12][cH:13][cH:14][c:15]2[Cl:16])=[O:18])[cH:7]1. Starting materials: [H][H] (hydrogen), Cl.N1(C=NC=C1)CC=1C=CC2=C(N(N=N2)O)C1 (6-(1H-imidazol-1-ylmethyl)-1H-benzotriazol-1-ol monohydrochloride). The reagents and catalysts are [Pt] (platinum-on-charcoal). Run in CO (methanol). Product: Cl.N1(C=NC=C1)CC1=CC2=C(NN=N2)C=C1 (5-(1H-imidazol-1-ylmethyl)-1H-benzotriazole monohydrochloride). Yield: 72.0%. As a reaction SMILES: [ClH:1].[N:2]1([CH2:7][C:8]2[CH:9]=[CH:10][C:11]3[N:15]=[N:14][N:13](O)[C:12]=3[CH:17]=2)[CH:6]=[CH:5][N:4]=[CH:3]1.[H][H]>[Pt].CO>[ClH:1].[N:2]1([CH2:7][C:8]2[CH:9]=[CH:10][C:11]3[NH:15][N:14]=[N:13][C:12]=3[CH:17]=2)[CH:6]=[CH:5][N:4]=[CH:3]1 |f:0.1,5.6|. Procedure details: A mixture of 4.3 parts of 6-(1H-imidazol-1-ylmethyl)-1H-benzotriazol-1-ol monohydrochloride and 120 parts of methanol was hydrogenated at normal pressure and at 50° C. with 2 parts of platinum-on-charcoal catalyst 5%. After the calculated amount of hydrogen was taken up, the catalyst was filtered off and the filtrate was evaporated. The residue was crystallized twice from ethanol. The product was filtered off and dried, yielding 2.9 parts (72%) of 5-(1H-imidazol-1-ylmethyl)-1H-benzotriazole mono... The product is CCOC(=O)c1cccc(N2CC(NC(=O)c3nc(Cl)c(CC)[nH]3)C2)c1. Starting materials: CN1CCOCC1, CCc1[nH]c(C(=O)O)nc1Cl, CCOC(=O)c1cccc(N2CC(N)C2)c1, On1nnc2ccccc21. Reaction SMILES: [CH3:38][N:39]1[CH2:40][CH2:41][O:42][CH2:43][CH2:44]1.[Cl:17][c:18]1[n:19][c:20]([C:25](=[O:26])[OH:27])[nH:21][c:22]1[CH2:23][CH3:24].[NH2:1][CH:2]1[CH2:3][N:4]([c:6]2[cH:7][c:8]([C:9](=[O:10])[O:11][CH2:12][CH3:13])[cH:14][cH:15][cH:16]2)[CH2:5]1.[OH:28][n:29]1[c:30]2[cH:31][cH:32][cH:33][cH:34][c:35]2[n:36][n:37]1>>[NH:1]([CH:2]1[CH2:3][N:4]([c:6]2[cH:7][c:8]([C:9](=[O:10])[O:11][CH2:12][CH3:13])[cH:14][cH:15][cH:16]2)[CH2:5]1)[C:25]([c:20]1[n:19][c:18]([Cl:17])[c:22]([CH2:23][CH3:24])[nH:21]1)=[O:26].